Dataset: the Open Reaction Database (ORD), a public repository of structured organic reaction records. Task: describe an organic reaction: reactants, conditions, products, and yield Reactants: C1(=CC=C(C=C1)SCCC1=NN2C(C(CCC2)C2=C(C=CC=C2)C(F)(F)F)=N1)C (2-(2-p-Tolylsulfanylethyl)-8-(2-trifluoromethylphenyl)-5,6,7,8-tetrahydro[1,2,4]triazolo[1,5-a]pyridine), C(C)(=O)OCC (Ethyl acetate), O (water), Sodium periodide. Solvent: CO.O (methanol water). Run at time 8 hour. The product is C1(=CC=C(C=C1)S(=O)CCC1=NN2C(C(CCC2)C2=C(C=CC=C2)C(F)(F)F)=N1)C (2-[2-(toluene-4-sulfinyl)ethyl]-8-(2-trifluoromethylphenyl)-5,6,7,8-tetrahydro[1,2,4]triazolo[1,5-a]pyridine). Reaction SMILES: [C:1]1([CH3:29])[CH:6]=[CH:5][C:4]([S:7][CH2:8][CH2:9][C:10]2[N:28]=[C:13]3[CH:14]([C:18]4[CH:23]=[CH:22][CH:21]=[CH:20][C:19]=4[C:24]([F:27])([F:26])[F:25])[CH2:15][CH2:16][CH2:17][N:12]3[N:11]=2)=[CH:3][CH:2]=1.C(OCC)(=[O:32])C.O>CO.O>[C:1]1([CH3:29])[CH:6]=[CH:5][C:4]([S:7]([CH2:8][CH2:9][C:10]2[N:28]=[C:13]3[CH:14]([C:18]4[CH:23]=[CH:22][CH:21]=[CH:20][C:19]=4[C:24]([F:26])([F:27])[F:25])[CH2:15][CH2:16][CH2:17][N:12]3[N:11]=2)=[O:32])=[CH:3][CH:2]=1 |f:3.4|. Reported procedure: 2-(2-p-Tolylsulfanylethyl)-8-(2-trifluoromethylphenyl)-5,6,7,8-tetrahydro[1,2,4]triazolo[1,5-a]pyridine (8.8 g) was dissolved in a mixed solvent of methanol-water (2:1 v/v) (300 ml). Sodium periodide (6.78 g) was added under cooling with an ice water bath, and the reaction solution was stirred at room temperature overnight. Ethyl acetate and water were added to the reaction solution, and the organic layer was separated. The resulting organic layer was washed with brine and then dried over anhydr... Reactants: C[Si](Br)(C)C (trimethylbromosilane), C(C)OP(=O)(C1OCCC1)CCCNCC1=CC=C(C=C1)Cl (3-(p-chlorobenzylamino)propyl(tetrahydrofuran-2-yl)phosphinic acid ethyl ester). Run at time 24 hour. Yields the product Cl.ClC1=CC=C(CNCCCP(O)(=O)C2OCCC2)C=C1 (3-(p-chlorobenzylamino)propyl(tetrahydrofuran-2-yl)phosphinic acid hydrochloride). Reaction SMILES: C[Si](C)(C)Br.C([O:8][P:9]([CH2:16][CH2:17][CH2:18][NH:19][CH2:20][C:21]1[CH:26]=[CH:25][C:24]([Cl:27])=[CH:23][CH:22]=1)([CH:11]1[CH2:15][CH2:14][CH2:13][O:12]1)=[O:10])C>>[ClH:27].[Cl:27][C:24]1[CH:23]=[CH:22][C:21]([CH2:20][NH:19][CH2:18][CH2:17][CH2:16][P:9]([CH:11]2[CH2:15][CH2:14][CH2:13][O:12]2)(=[O:8])[OH:10])=[CH:26][CH:25]=1 |f:2.3|. Procedure details: 0.38 g of trimethylbromosilane is added to a solution of 0.41 g of 3-(p-chlorobenzylamino)propyl(tetrahydrofuran-2-yl)phosphinic acid ethyl ester, the mixture is stirred at room temperature for 24 hours, and the volatile constituents are removed under reduced pressure. The oil that remains is taken up in 99% methanol, stirred for 30 minutes at room temperature and again concentrated by evaporation under reduced pressure. Recrystallisation of the solid yellowish residue yields 3-(p-chlorobenzylam... The reactants are CN1N=C(C=2N=C(NC(C21)=O)C2=C(C=CC=C2)OCCC)CCC (1-Methyl-5-(2-n-propoxyphenyl)-3-n-propyl-1,6-dihydro-7H-pyrazolo[4,3-d]pyrimidin-7-one), Cl (hydrochloric acid), C=O (Paraformaldehyde). The solvent is O (water). Reaction conditions: temperature 120 celsius, time 22 hour. Product: ClCC=1C=CC(=C(C1)C=1NC(C2=C(N1)C(=NN2C)CCC)=O)OCCC (5-(5-Chloromethyl-2-n-propoxyphenyl)-1-methyl-3-n-propyl-1,6-dihydro-7H-pyrazolo[4,3-d]pyrimidin-7-one). Yield: 70.0%. As a reaction SMILES: [CH3:1][N:2]1[C:10]2[C:9](=[O:11])[NH:8][C:7]([C:12]3[CH:17]=[CH:16][CH:15]=[CH:14][C:13]=3[O:18][CH2:19][CH2:20][CH3:21])=[N:6][C:5]=2[C:4]([CH2:22][CH2:23][CH3:24])=[N:3]1.[ClH:25].[CH2:26]=O>O>[Cl:25][CH2:26][C:16]1[CH:15]=[CH:14][C:13]([O:18][CH2:19][CH2:20][CH3:21])=[C:12]([C:7]2[NH:8][C:9](=[O:11])[C:10]3[N:2]([CH3:1])[N:3]=[C:4]([CH2:22][CH2:23][CH3:24])[C:5]=3[N:6]=2)[CH:17]=1. Reported procedure: 1-Methyl-5-(2-n-propoxyphenyl)-3-n-propyl-1,6-dihydro-7H-pyrazolo[4,3-d]pyrimidin-7-one (0.80 g, 0.00246 mol) was added portionwise to stirred concentrated hydrochloric acid (10 ml) at room temperature. Paraformaldehyde (0.20 g, 0.00246 mol) was then added and the resulting solution stirred at 120° C. for 22 hours. The reaction mixture was cooled and poured into ice and water (50 g), then the resulting mixture extracted with ethyl acetate (3×30 ml). The organic extracts were combined, dried (Na2... The reactants are NC=1C=C(C=CC1)C1=CC=C(O1)P(OCC)(=O)OCC (diethyl 5-(3-aminophenyl)-2-furanphosphonate), C1CC(=O)N(C1=O)Br (NBS), CC(C)(C#N)N=NC(C)(C)C#N (AIBN). Solvent: C(Cl)(Cl)(Cl)Cl (CCl4). Run at time 2 hour. Yields the product BrC1=C(C=C(C=C1)C1=CC=C(O1)P(OCC)(=O)OCC)N (diethyl 5-(4-bromo-3-aminophenyl)-2-furanphosphonate). As a reaction SMILES: [NH2:1][C:2]1[CH:3]=[C:4]([C:8]2[O:12][C:11]([P:13]([O:18][CH2:19][CH3:20])(=[O:17])[O:14][CH2:15][CH3:16])=[CH:10][CH:9]=2)[CH:5]=[CH:6][CH:7]=1.C1C(=O)N([Br:28])C(=O)C1.CC(N=NC(C#N)(C)C)(C#N)C>C(Cl)(Cl)(Cl)Cl>[Br:28][C:7]1[CH:6]=[CH:5][C:4]([C:8]2[O:12][C:11]([P:13]([O:18][CH2:19][CH3:20])(=[O:17])[O:14][CH2:15][CH3:16])=[CH:10][CH:9]=2)=[CH:3][C:2]=1[NH2:1]. Procedure details: A mixture of diethyl 5-(3-aminophenyl)-2-furanphosphonate (1 mmol), NBS (0.9 mmol) and AIBN (0.1 mmol) in 30 mL of CCl4 was stirred at rt for 2 h. Extraction and chromatography provided diethyl 5-(4-bromo-3-aminophenyl)-2-furanphosphonate as an oil. Reactants: CO, NC1CCCCC1Cc1ccccc1. The product is CNC1CCCCC1Cc1ccccc1. RXN SMILES: [CH3:15][OH:16].[NH2:1][CH:2]1[CH:3]([CH2:8][c:9]2[cH:10][cH:11][cH:12][cH:13][cH:14]2)[CH2:4][CH2:5][CH2:6][CH2:7]1>>[NH:1]([CH:2]1[CH:3]([CH2:8][c:9]2[cH:10][cH:11][cH:12][cH:13][cH:14]2)[CH2:4][CH2:5][CH2:6][CH2:7]1)[CH3:15].